Dataset: the Open Reaction Database (ORD), a public repository of structured organic reaction records. Task: describe an organic reaction: reactants, conditions, products, and yield Reactants: O1C(=NC2=C1C=CC=C2)N(C)CCOC2=CC=C(C=C2)CC(C(=O)OC)OCCOC (methyl 3-[4-[2-[N-(2-benzoxazolyl)-N-methylamino]ethoxy]phenyl]-2-(2-methoxyethoxy)propanoate), [OH-].[Na+] (sodium hydroxide). The solvent is CO.O (methanol water). The product is O1C(=NC2=C1C=CC=C2)N(C)CCOC2=CC=C(C=C2)CC(C(=O)O)OCCOC ((±)-3-[4-[2-[N-(2-Benzoxazolyl)-N-methylamino]ethoxy]phenyl]-2-(2-methoxyethoxy]propanoic acid). RXN SMILES: [O:1]1[C:5]2[CH:6]=[CH:7][CH:8]=[CH:9][C:4]=2[N:3]=[C:2]1[N:10]([CH2:12][CH2:13][O:14][C:15]1[CH:20]=[CH:19][C:18]([CH2:21][CH:22]([O:27][CH2:28][CH2:29][O:30][CH3:31])[C:23]([O:25]C)=[O:24])=[CH:17][CH:16]=1)[CH3:11].[OH-].[Na+]>CO.O>[O:1]1[C:5]2[CH:6]=[CH:7][CH:8]=[CH:9][C:4]=2[N:3]=[C:2]1[N:10]([CH2:12][CH2:13][O:14][C:15]1[CH:20]=[CH:19][C:18]([CH2:21][CH:22]([O:27][CH2:28][CH2:29][O:30][CH3:31])[C:23]([OH:25])=[O:24])=[CH:17][CH:16]=1)[CH3:11] |f:1.2,3.4|. Reported procedure: A mixture of methyl 3-[4-[2-[N-(2-benzoxazolyl)-N-methylamino]ethoxy]phenyl]-2-(2-methoxyethoxy)propanoate (1.08 g, Int. Patent Appl., Publication No. WO 9401420) and sodium hydroxide (253 mg) in methanol:water (1:1, 10 mL) was heated under reflux for 2 hours. After evaporation of the resultant mixture in vacuo, the residue was diluted with water, acidified to pH 5 with 2M hydrochloric acid and then extracted with ethyl acetate. Washing of the ethyl acetate extracts with water and drying (MgSO4)... The reactants are O=C1CCC(=O)N1Br, O=C(OOC(=O)c1ccccc1)c1ccccc1, Cc1sccc1C#N, CCOC(C)=O, c1ccccc1. Yields the product N#Cc1ccsc1CBr. RXN SMILES: [Br:9][N:10]1[C:11](=[O:12])[CH2:13][CH2:14][C:15]1=[O:16].[C:17]([O:18][O:19][C:20](=[O:21])[c:22]1[cH:23][cH:24][cH:25][cH:26][cH:27]1)(=[O:28])[c:29]1[cH:30][cH:31][cH:32][cH:33][cH:34]1.[CH3:1][c:2]1[s:3][cH:4][cH:5][c:6]1[C:7]#[N:8].[CH3:41][CH2:42][O:43][C:44]([CH3:45])=[O:46].[cH:35]1[cH:36][cH:37][cH:38][cH:39][cH:40]1>>[CH2:1]([c:2]1[s:3][cH:4][cH:5][c:6]1[C:7]#[N:8])[Br:9].